This data is from the Open Reaction Database (ORD), a public repository of structured organic reaction records. The task is: describe an organic reaction: reactants, conditions, products, and yield Reactants: FC1=NC=CC(=N1)OC=1C=C2C=CC=C(C2=CC1)C(=O)O (6-(2-Fluoropyrimidin-4-yloxy)-1-naphthoic acid), CN (N-methylamine). Solvent: C1CCOC1 (THF). Conditions: time 2 hour. The product is CNC1=NC=CC(=N1)OC=1C=C2C=CC=C(C2=CC1)C(=O)O (6-(2-(methylamino)pyrimidin-4-yloxy)-1-naphthoic acid). Reaction SMILES: F[C:2]1[N:7]=[C:6]([O:8][C:9]2[CH:10]=[C:11]3[C:16](=[CH:17][CH:18]=2)[C:15]([C:19]([OH:21])=[O:20])=[CH:14][CH:13]=[CH:12]3)[CH:5]=[CH:4][N:3]=1.[CH3:22][NH2:23]>C1COCC1>[CH3:22][NH:23][C:2]1[N:7]=[C:6]([O:8][C:9]2[CH:10]=[C:11]3[C:16](=[CH:17][CH:18]=2)[C:15]([C:19]([OH:21])=[O:20])=[CH:14][CH:13]=[CH:12]3)[CH:5]=[CH:4][N:3]=1. Reported procedure: 6-(2-Fluoropyrimidin-4-yloxy)-1-naphthoic acid (step a, 1 g, 3.53 mmol) was suspended in THF (10 mL) and warmed to partially dissolve. The mixture was cooled to RT and N-methylamine (2 M in THF, 8.9 mL, 17.7 mmol) was added. After 2 h, the solvent was concentrated in-vacuo. The residue was diluted with H2O and made pH 7 using 1 N HCl. The solid was filtered and rinsed with water and Et2O to yield the title compound as a pink solid. The reactants are CC=1NC2=CC=C(C=C2C1)C (2,5-dimethylindole), ClC=1C2=C(N=CN1)SC=C2 (4-chloro-thieno[2,3-d]pyrimidine). The product is Cl.CC=1NC2=CC=C(C=C2C1C=1C2=C(N=CN1)SC=C2)C (4-(2,5-Dimethyl-1H-indol-3-yl)-thieno[2,3-d]pyrimidine, hydrochloride). Reaction SMILES: [CH3:1][C:2]1[NH:3][C:4]2[C:9]([CH:10]=1)=[CH:8][C:7]([CH3:11])=[CH:6][CH:5]=2.[Cl:12][C:13]1[C:14]2[CH:21]=[CH:20][S:19][C:15]=2[N:16]=[CH:17][N:18]=1>>[ClH:12].[CH3:1][C:2]1[NH:3][C:4]2[C:9]([C:10]=1[C:13]1[C:14]3[CH:21]=[CH:20][S:19][C:15]=3[N:16]=[CH:17][N:18]=1)=[CH:8][C:7]([CH3:11])=[CH:6][CH:5]=2 |f:2.3|. Reported procedure: The sub-title compound was prepared by the method of Example 15 step a) using 2,5-dimethylindole and 4-chloro-thieno[2,3-d]pyrimidine. Reactants: crude acid, Br (HBr), BrC1=C(N=C(N1)C1=CC(=C(C=C1)OC)Cl)C(F)(F)F (5-Bromo-2-(3-chloro-4-methoxyphenyl)-4-trifluoromethylimidazole), [OH-].[Na+] (NaOH). Run in CC(=O)O (AcOH). Conditions: time 4 hour. The product is BrC=1N=C(NC1)C1=CC(=C(C=C1)O)Cl (4-Bromo-2-(3-chloro-4-hydroxyphenyl)-imidazole). Isolated yield 52.2%. Reaction SMILES: [Br:1][C:2]1[NH:6][C:5]([C:7]2[CH:12]=[CH:11][C:10]([O:13]C)=[C:9]([Cl:15])[CH:8]=2)=[N:4][C:3]=1C(F)(F)F.[OH-].[Na+].Br>CC(O)=O>[Br:1][C:2]1[N:6]=[C:5]([C:7]2[CH:12]=[CH:11][C:10]([OH:13])=[C:9]([Cl:15])[CH:8]=2)[NH:4][CH:3]=1 |f:1.2|. Procedure: A mixture of 56 (7.4 g, 0.021 mol) and 10% NaOH (200 ml) was heated at reflux with stirring. After 4 hours, the solution was cooled, extracted with CH2Cl2 (2×), acidified with concentrated HCl, cooled and filtered to yield 100% of crude acid. The crude acid (6.9 g, 0.021 mol), AcOH (40 ml) and 48% HBr (160 ml) were heated at reflux with stirring. After 15 hours, the solution was concentrated to dryness and the residue treated with NaHCO3. The mixture was concentrated to dryness and the residue c... The reactants are C(#N)C1=CC=C(NCCCN2CC3CCC(C2)N3C(=O)OC(C)(C)C)C=C1 (tert-Butyl 3-[3-(4-cyanoanilino)propyl]-3,8-diazabicyclo[3.2.1]octane-8-carboxylate), C(=O)(C(F)(F)F)O (TFA). Run in C(Cl)Cl (CH2Cl2). Conditions: time 1 hour. The product is [NH4+].[OH-] (NH4OH), C12CN(CC(CC1)N2)CCCNC2=CC=C(C#N)C=C2 (4-{[3-(3,8-Diazabicyclo[3.2.1]oct-3-yl)propyl]amino}benzonitrile). Isolated yield 739.7%. RXN SMILES: [C:1]([C:3]1[CH:27]=[CH:26][C:6]([NH:7][CH2:8][CH2:9][CH2:10][N:11]2[CH2:17][CH:16]3[N:18](C(OC(C)(C)C)=[O:20])[CH:13]([CH2:14][CH2:15]3)[CH2:12]2)=[CH:5][CH:4]=1)#[N:2].C(O)(C(F)(F)F)=O>C(Cl)Cl>[NH4+:2].[OH-:20].[CH:16]12[NH:18][CH:13]([CH2:14][CH2:15]1)[CH2:12][N:11]([CH2:10][CH2:9][CH2:8][NH:7][C:6]1[CH:5]=[CH:4][C:3]([C:1]#[N:2])=[CH:27][CH:26]=1)[CH2:17]2 |f:3.4|. Procedure details: To a solution of tert-butyl 3-[3-(4-cyanoanilino)propyl]-3,8-diazabicyclo[3.2.1]octane-8-carboxylate (4.7 g, 2.7 mmol; from step (a) above) in CH2Cl2 (600 mL) was added TFA (90 mL). The resulting solution was stirred for 1 h and concentrated in vacuo. Flash chromatography on silica gel eluting with CH2Cl2:MeOH:concentrated NH4OH (94:5:1) gave 2.7 g (79%) of the title compound as an oil. The reactants are COP(=O)(OC)NC1=CC=C(C(=O)OC)C=C1 (Methyl 4-[(dimethoxyphosphoryl)amino]benzoate), [Li+].[OH-] (LiOH), Cl (HCl). The solvent is O1CCOCC1 (dioxane). Run at time 16 hour. Yields the product COP(=O)(OC)NC1=CC=C(C(=O)O)C=C1 (4-[(Dimethoxyphosphoryl)amino]benzoic acid). RXN SMILES: [CH3:1][O:2][P:3]([NH:7][C:8]1[CH:17]=[CH:16][C:11]([C:12]([O:14]C)=[O:13])=[CH:10][CH:9]=1)([O:5][CH3:6])=[O:4].[Li+].[OH-].Cl>O1CCOCC1>[CH3:1][O:2][P:3]([NH:7][C:8]1[CH:17]=[CH:16][C:11]([C:12]([OH:14])=[O:13])=[CH:10][CH:9]=1)([O:5][CH3:6])=[O:4] |f:1.2|. Procedure details: Methyl 4-[(dimethoxyphosphoryl)amino]benzoate (1.50 g, 5.79 mmol) was made 0.25 M in dioxane and to this stirring solution was added 3M aq LiOH. The resulting solution was stirred at ambient temperature for 16 h. The reaction mixture was then neutralized to pH=7 with 1N aq HCl and concentrated in vacuo to afford the requisite product. MS: cal'd 243 (MH+), exp 243 (MH+) The reactants are CC(=O)OC(C)=O, CC1=CC(=O)C=CC1=NO, c1ccncc1. The product is CC(=O)ON=C1C=CC(=O)C=C1C. RXN SMILES: [CH3:11][C:12](=[O:13])[O:14][C:15](=[O:16])[CH3:17].[CH3:1][C:2]1=[CH:3][C:4](=[O:10])[CH:5]=[CH:6][C:7]1=[N:8][OH:9].[cH:18]1[cH:19][cH:20][n:21][cH:22][cH:23]1>>[CH3:1][C:2]1=[CH:3][C:4](=[O:10])[CH:5]=[CH:6][C:7]1=[N:8][O:9][C:12]([CH3:11])=[O:13].